This data is from the Open Reaction Database (ORD), a public repository of structured organic reaction records. The task is: describe an organic reaction: reactants, conditions, products, and yield Starting materials: peptide, C(C)(=O)OC(C)=O (acetic anhydride), CC(C(C(=O)O)NC(=O)OCC1C2=CC=CC=C2C3=CC=CC=C13)OC(C)(C)C (N-α-Fmoc-O-t-butyl-L-threonine), C(=O)(C(F)(F)F)O.C(C)(C)[SiH](C(C)C)C(C)C.O (TFA triisopropylsilane water), peptide, C1=CC=C2C(=C1)N=NN2O.O (HOBt monohydrate), CC(N=C=NC(C)C)C (DIC), amino acid, CC(N=C=NC(C)C)C (DIC), C(=O)(OCC1C2=CC=CC=C2C2=CC=CC=C12)NCC(=O)O (N-Fmoc-glycine), N-α-Fmoc-L-glutamic acid γ-t-butyl ester. Solvent: C(Cl)Cl (DCM), C(Cl)Cl (DCM), CN(C)C=O (DMF), CN(C)C=O.C(Cl)Cl (DMF DCM), C1=CC2=C(N=C1)N(N=N2)O (HOAt), CN(C)C=O (DMF). The product is C1=CC=C2C(=C1)C(=O)C(C2=O)(O)O (ninhydrin). As a reaction SMILES: CC(OC(C)(C)C)C(NC(OCC1C2[C:19](=CC=CC=2)[C:18]2[C:13]1=[CH:14][CH:15]=[CH:16][CH:17]=2)=O)C(O)=O.CC(C)N=C=NC(C)C.[C:39]([OH:45])([C:41](F)(F)F)=[O:40].C([SiH](C(C)C)C(C)C)(C)C.[OH2:56].C(OC(=O)C)(=O)C.C(NCC(O)=O)(OCC1C2C(=CC=CC=2)C2C1=CC=CC=2)=O.C1C=C2N=NN(O)C2=CC=1.[OH2:96]>C1C=NC2N(O)N=NC=2C=1.C(Cl)Cl.CN(C=O)C.C(Cl)Cl.CN(C=O)C>[CH:15]1[CH:14]=[C:13]2[C:41]([C:39]([OH:45])([OH:40])[C:19](=[O:96])[C:18]2=[CH:17][CH:16]=1)=[O:56] |f:2.3.4,7.8,11.12|. Procedure details: After removal of the Fmoc group, N-α-Fmoc-O-t-butyl-L-threonine (1.9880 g, 5.00 mmol) was coupled by mixing a solution of the amino acid in 0.5 M HOAt in DMF (10.0 mL, 5.00 mmol) and DIC (0.6360 g, 5.04 mmol) with the deprotected peptidyl-resin for 16 hours. After DMF and DCM washes (both 4×12 mL×1 min.), a sample of wet peptidyl-resin was cleaved using 1 ml of TFA/triisopropylsilane/water (96:2:2) for 1.5 hours and showed, upon HPLC and MS analysis, only a very small amount of uncoupled peptide... The reactants are ClCCCl, CN1CCOCC1, Cc1[nH]c(C(=O)O)c(C#N)c1Cl, ClCCl, Cl, CCOC(=O)N1CCC(N)C(OCC)C1, On1nnc2ccccc21. Product: CCOC(=O)N1CCC(NC(=O)c2[nH]c(C)c(Cl)c2C#N)C(OCC)C1. As a reaction SMILES: [CH2:45]([Cl:46])[CH2:47][Cl:48].[CH3:38][N:39]1[CH2:40][CH2:41][O:42][CH2:43][CH2:44]1.[Cl:1][c:2]1[c:3]([C:11]#[N:12])[c:4]([C:8](=[O:9])[OH:10])[nH:5][c:6]1[CH3:7].[Cl:50][CH2:51][Cl:52].[ClH:49].[NH2:13][CH:14]1[CH:15]([O:25][CH2:26][CH3:27])[CH2:16][N:17]([C:20](=[O:21])[O:22][CH2:23][CH3:24])[CH2:18][CH2:19]1.[OH:28][n:29]1[c:30]2[c:31]([cH:32][cH:33][cH:34][cH:35]2)[n:36][n:37]1>>[Cl:1][c:2]1[c:3]([C:11]#[N:12])[c:4]([C:8](=[O:10])[NH:13][CH:14]2[CH:15]([O:25][CH2:26][CH3:27])[CH2:16][N:17]([C:20](=[O:21])[O:22][CH2:23][CH3:24])[CH2:18][CH2:19]2)[nH:5][c:6]1[CH3:7]. Starting materials: COC(=O)CBr, CC(=O)OC(C)C, C[Si](C)(C)Cl, C(=Nc1ccccc1)c1ccccc1, N, [Zn]. Yields the product COC(=O)CC(Nc1ccccc1)c1ccccc1. RXN SMILES: [Br:6][CH2:7][C:8](=[O:9])[O:10][CH3:11].[C:27]([O:28][CH:29]([CH3:30])[CH3:31])(=[O:32])[CH3:33].[CH3:1][Si:2]([CH3:3])([CH3:4])[Cl:5].[CH:12]([c:13]1[cH:14][cH:15][cH:16][cH:17][cH:18]1)=[N:19][c:20]1[cH:21][cH:22][cH:23][cH:24][cH:25]1.[NH3:26].[Zn:34]>>[CH2:7]([C:8](=[O:9])[O:10][CH3:11])[CH:12]([c:13]1[cH:14][cH:15][cH:16][cH:17][cH:18]1)[NH:19][c:20]1[cH:21][cH:22][cH:23][cH:24][cH:25]1. Starting materials: [Cl-].C(C=C)(=O)OCC[N+](C)(C)C (acryloxyethyltrimethylammonium chloride), C(C)(C)(C)OO (tert-butyl hydroperoxide), [Na+].[Na+].[Na+].[Na+].C(CN(CC(=O)[O-])CC(=O)[O-])N(CC(=O)[O-])CC(=O)[O-] (ethylenediaminetetraacetic acid tetra sodium salt), paraffin, CCCCCCCC/C=C\CCCCCCCC(=O)OCC([C@@H]1[C@@H]([C@H](CO1)O)O)O (Sorbitan monooleate), S(=O)(=O)([O-])[O-].[NH4+].[NH4+] (ammonium sulfate), C(CCCC(=O)O)(=O)O (glutaric acid), S(O)(O)(=O)=O (sulfuric acid). Solvent: C(C)(C)O (isopropanol), O (water). Reaction conditions: temperature 40 celsius. The product is C(C=C)(=O)N.[Cl-].C(C=C)(=O)OCC[N+](C)(C)C (Acrylamide Acryloxyethyltrimethyl Ammonium Chloride). RXN SMILES: [Cl-:1].[C:2]([O:6][CH2:7][CH2:8][N+:9]([CH3:12])([CH3:11])[CH3:10])(=[O:5])[CH:3]=[CH2:4].S([O-])([O-])(=O)=O.[NH4+].[NH4+].C(O)(=O)CCCC(O)=O.[Na+].[Na+].[Na+].[Na+].C(N(CC([O-])=O)CC([O-])=O)C[N:35](CC([O-])=O)CC([O-])=O.C(OO)(C)(C)C.S(=O)(=O)(O)O.CCCCCCCC/C=C\CCCCCCCC(OCC(O)[C@H]1OC[C@H](O)[C@H]1O)=O>O.C(O)(C)C>[C:2]([NH2:35])(=[O:6])[CH:3]=[CH2:4].[Cl-:1].[C:2]([O:6][CH2:7][CH2:8][N+:9]([CH3:11])([CH3:10])[CH3:12])(=[O:5])[CH:3]=[CH2:4] |f:0.1,2.3.4,6.7.8.9.10,16.17.18|. Reported procedure: General polymerization procedure. AMD, acryloxyethyltrimethylammonium chloride, ammonium sulfate, glutaric acid solution, ethylenediaminetetraacetic acid tetra sodium salt solution, isopropanol, tert-butyl hydroperoxide solution, and Dl water are combined and the pH adjusted to 3.5 with sulfuric acid. Sorbitan monooleate is combined with low odor paraffin oil . The aqueous solution is slowly added to the oil solution and the combined mixture homogenized until a viscosity of 1200-1500 cps is obta... As a reaction SMILES: [S:1]1[CH2:5][C:4](=[O:6])[NH:3][C:2]1=[O:7].N1[CH2:13][CH2:12][CH2:11][CH2:10][CH2:9]1.[CH2:14](O)[CH3:15]>>[CH2:9]([CH:5]1[S:1][C:2](=[O:7])[NH:3][C:4]1=[O:6])[CH2:10][CH2:11]/[CH:12]=[CH:13]\[CH2:9]/[CH:10]=[CH:11]\[CH2:12]/[CH:13]=[CH:9]\[CH2:10]/[CH:11]=[CH:12]\[CH2:13]/[CH:9]=[CH:10]\[CH2:11]/[CH:12]=[CH:13]\[CH2:14][CH3:15]. Product: C(CC\C=C/C\C=C/C\C=C/C\C=C/C\C=C/C\C=C/CC)C1C(NC(S1)=O)=O (5-((4Z,7Z,10Z,13Z,16Z,19Z)-docosa-4,7,10,13,16,19-hexaenyl)thiazolidine-2,4-dione). Starting materials: aldehyde, S1C(NC(C1)=O)=O (thiazolidine-2,4-dione), C(C)O (ethanol), N1CCCCC1 (piperidine). The yield is 74.0%. Procedure details: DHA aldehyde from Part C (1.50 g, 4.8 mmol) was dissolved in ethanol (30 mL) with thiazolidine-2,4-dione (0.81 g, 6.8 mmol), and a catalytic amount of piperidine (103 mg, 1.2 mmol). The mixture was heated under reflux for 2 h. The heat was turned off and the solution slowly cooled to RT over 1.5 h. The ethanol was removed under reduced pressure and dichloromethane (100 mL) was added. The dichloromethane was extracted with 5% HCl (100 mL) and water (100 mL). The dichloromethane was dried over sod... The reactants are C(=O)([O-])[O-].[K+].[K+] (K2CO3), C[C@]12CC[C@@H]3C=4C=CC(=CC4CC[C@H]3[C@@H]1CCC2=O)O (estrone), CI (MeI). Solvent: CO (MeOH). Reaction conditions: time 70 hour. Yields the product COC1=CC=2CC[C@H]3[C@@H]4CCC([C@@]4(C)CC[C@@H]3C2C=C1)=O (3-Methoxyestra-1,3,5(10)-trien-17-one). Yield: 99.8%. Reaction SMILES: [CH3:1][C@@:2]12[C:18](=[O:19])[CH2:17][CH2:16][C@H:15]1[C@H:14]1[C@@H:5]([C:6]3[CH:7]=[CH:8][C:9]([OH:20])=[CH:10][C:11]=3[CH2:12][CH2:13]1)[CH2:4][CH2:3]2.[C:21]([O-])([O-])=O.[K+].[K+].CI>CO>[CH3:21][O:20][C:9]1[CH:8]=[CH:7][C:6]2[C@@H:5]3[C@H:14]([C@H:15]4[C@@:2]([CH2:3][CH2:4]3)([CH3:1])[C:18](=[O:19])[CH2:17][CH2:16]4)[CH2:13][CH2:12][C:11]=2[CH:10]=1 |f:1.2.3|. Procedure: Estrone (1, 100.0 g, 370 mmol) was dissolved in MeOH (1.5 L), followed by the addition of K2CO3 (300.0 g, 2.17 mol). MeI (310 mL, 4.98 mol) was added and the mixture stirred at room temperature for 70 h. The reaction mixture was concentrated in vacuo to remove some of the MeOH and was then poured into ice water forming a precipitate. The solid was collected and dried by partitioning into CH2Cl2. The organic layer was dried over MgSO4, and the solvent was removed in vacuo to yield compound 2 (105...